This data is from the Open Reaction Database (ORD), a public repository of structured organic reaction records. The task is: describe an organic reaction: reactants, conditions, products, and yield The reactants are CC(C)(C)OC(=O)N1CCCNCC1, O=C([O-])[O-], CCOC(C)=O, O=[N+]([O-])c1ccc(F)cc1, [K+], [K+], CN(C)C=O. The product is CC(C)(C)OC(=O)N1CCCN(c2ccc([N+](=O)[O-])cc2)CC1. As a reaction SMILES: [C:11]([CH3:12])([CH3:13])([CH3:14])[O:15][C:16](=[O:17])[N:18]1[CH2:19][CH2:20][NH:21][CH2:22][CH2:23][CH2:24]1.[C:25](=[O:26])([O-:27])[O-:28].[CH3:36][CH2:37][O:38][C:39]([CH3:40])=[O:41].[F:1][c:2]1[cH:3][cH:4][c:5]([N+:8](=[O:9])[O-:10])[cH:6][cH:7]1.[K+:29].[K+:30].[O:31]=[CH:32][N:33]([CH3:34])[CH3:35]>>[c:2]1([N:21]2[CH2:20][CH2:19][N:18]([C:16]([O:15][C:11]([CH3:12])([CH3:13])[CH3:14])=[O:17])[CH2:24][CH2:23][CH2:22]2)[cH:3][cH:4][c:5]([N+:8](=[O:9])[O-:10])[cH:6][cH:7]1.